From a dataset of the Open Reaction Database (ORD), a public repository of structured organic reaction records. describe an organic reaction: reactants, conditions, products, and yield Starting materials: O (water), SC1=NC2=CC=CC=C2C(N1)=O (2-mercapto-4(3H)-quinazolinone), ClC1=CC=C(C(=O)C2=CC=C(CBr)C=C2)C=C1 (4-(4-chlorobenzoyl)benzyl bromide), [OH-].[Na+].O (sodium hydroxide water). The solvent is C(C)O (ethanol). Product: ClC1=CC=C(C(=O)C2=CC=C(CSC3=NC4=CC=CC=C4C(N3)=O)C=C2)C=C1 (2-[4-(4-Chlorobenzoyl)benzylthio]-4(3H)-quinazolinone). Yield: 80.3%. RXN SMILES: [SH:1][C:2]1[NH:11][C:10](=[O:12])[C:9]2[C:4](=[CH:5][CH:6]=[CH:7][CH:8]=2)[N:3]=1.[Cl:13][C:14]1[CH:29]=[CH:28][C:17]([C:18]([C:20]2[CH:27]=[CH:26][C:23]([CH2:24]Br)=[CH:22][CH:21]=2)=[O:19])=[CH:16][CH:15]=1.[OH-].[Na+].O.O>C(O)C>[Cl:13][C:14]1[CH:15]=[CH:16][C:17]([C:18]([C:20]2[CH:27]=[CH:26][C:23]([CH2:24][S:1][C:2]3[NH:11][C:10](=[O:12])[C:9]4[C:4](=[CH:5][CH:6]=[CH:7][CH:8]=4)[N:3]=3)=[CH:22][CH:21]=2)=[O:19])=[CH:28][CH:29]=1 |f:2.3.4|. Procedure details: A solution of 2-mercapto-4(3H)-quinazolinone (1.78 g), 4-(4-chlorobenzoyl)benzyl bromide (3.07 g) and 1N-sodium hydroxide/water (10.5 ml) in ethanol (20 ml) was stirred at room temperature for 30 minutes. To the reaction mixture was added water and the resulting precipitate was collected by filtration, washed with water, methanol and ethyl acetate, dried, and recrystallized from ethyl acetate to provide the title compound as colorless solid (3.24 g). The reactants are [OH-].[Li+] (lithium hydroxide), N[C@H](C(=O)NCCC[C@@H](CO)N(CC(C)C)S(=O)(=O)C1=CC=C(C=C1)N)CC1=CC=CC2=CC=CC=C12 ((2S,4S)-2-Amino-N-{4-[(4-amino-benzenesulfonyl)-isobutyl-amino]-5-hydroxy-pentyl}-3-naphthalen-1-yl-propionamide), N[C@H](C(=O)NCCC[C@@H](CO)N(CC(C)C)S(=O)(=O)C1=CC=C(C=C1)N)CC1=CC=CC2=CC=CC=C12 ((2S,4S)-2-Amino-N-{4-[(4-amino-benzenesulfonyl)-isobutyl-amino]-5-hydroxy-pentyl}-3-naphthalen-1-yl-propionamide), BrCC(=O)OC(C)(C)C (tert-butyl bromoacetate). Yields the product NC1=CC=C(C=C1)S(=O)(=O)N([C@@H](CCCNC(=O)[C@H](CC1=CC=CC2=CC=CC=C12)NCC(=O)O)CO)CC(C)C ((1S,4S)-(1-{4-[(4-Amino-benzenesulfonyl)-isobutyl-amino]-5-hydroxy-pentylcarbamoyl}-2-naphthalen-1-yl-ethylamino)-acetic Acid). As a reaction SMILES: [NH2:1][C@@H:2]([CH2:27][C:28]1[C:37]2[C:32](=[CH:33][CH:34]=[CH:35][CH:36]=2)[CH:31]=[CH:30][CH:29]=1)[C:3]([NH:5][CH2:6][CH2:7][CH2:8][C@H:9]([N:12]([S:17]([C:20]1[CH:25]=[CH:24][C:23]([NH2:26])=[CH:22][CH:21]=1)(=[O:19])=[O:18])[CH2:13][CH:14]([CH3:16])[CH3:15])[CH2:10][OH:11])=[O:4].Br[CH2:39][C:40]([O:42]C(C)(C)C)=[O:41].[OH-].[Li+]>>[NH2:26][C:23]1[CH:22]=[CH:21][C:20]([S:17]([N:12]([CH2:13][CH:14]([CH3:16])[CH3:15])[C@H:9]([CH2:10][OH:11])[CH2:8][CH2:7][CH2:6][NH:5][C:3]([C@@H:2]([NH:1][CH2:39][C:40]([OH:42])=[O:41])[CH2:27][C:28]2[C:37]3[C:32](=[CH:33][CH:34]=[CH:35][CH:36]=3)[CH:31]=[CH:30][CH:29]=2)=[O:4])(=[O:19])=[O:18])=[CH:25][CH:24]=1 |f:2.3|. Reported procedure: The title compound was prepared from (2S,4S)-2-amino-N-{4-[(4-amino-benzenesulfonyl)-isobutyl-amino]-5-hydroxy-pentyl}-3-naphthalen-1-yl-propionamide (product of example 8) using tert-butyl bromoacetate. The final product was hydrolysed using lithium hydroxide to obtain the acid in 74% yield. Starting materials: C(C)(=O)OC(C)=O (acetic anhydride), CNC(SC)=N[N+](=O)[O-] (1,2-dimethyl-3-nitroisothiourea), Cl (hydrochloric acid). Solvent: N1=CC=CC=C1 (pyridine). Conditions: time 1 hour. Yields the product C(C)(=O)N(C(SC)=N[N+](=O)[O-])C (1-acetyl-1,2-dimethyl-3-nitroisothiourea). Isolated yield 93.6%. RXN SMILES: [CH3:1][NH:2][C:3](=[N:6][N+:7]([O-:9])=[O:8])[S:4][CH3:5].[C:10]([O:13]C(=O)C)(=O)[CH3:11].Cl>N1C=CC=CC=1>[C:10]([N:2]([CH3:1])[C:3](=[N:6][N+:7]([O-:9])=[O:8])[S:4][CH3:5])(=[O:13])[CH3:11]. Reported procedure: To a mixture of 0.50 g of 1,2-dimethyl-3-nitroisothiourea and 10 ml of pyridine was dropwise added 1.03 g of acetic anhydride at room temperature. The mixture was stirred at room temperature for 1 hour, and then poured onto 150 ml of 2N hydrochloric acid followed by extraction with 100 ml of chloroform. The chloroform layer was washed with 50 ml of 2N hydrochloric acid and then concentrated to give 0.60 g of 1-acetyl-1,2-dimethyl-3-nitroisothiourea as pale yellow liquid. NMR (CDCl3):2.23(3H, s),... The reactants are CC(C)(C)N(C(=O)[O-])C1(c2ccc(-c3nc4ccn5c(-c6ncccn6)nnc5c4cc3-c3ccccc3)cc2)CCC1, CCOC(C)=O, CO, ClCCl, Cl. The product is Cl, NC1(c2ccc(-c3nc4ccn5c(-c6ncccn6)nnc5c4cc3-c3ccccc3)cc2)CCC1. As a reaction SMILES: [C:1]([N:5]([C:2](=[O:3])[O-:4])[C:9]1([c:13]2[cH:14][cH:15][c:16](-[c:19]3[n:20][c:21]4[cH:22][cH:23][n:24]5[c:25]([c:26]4[cH:27][c:28]3-[c:29]3[cH:30][cH:31][cH:32][cH:33][cH:34]3)[n:35][n:36][c:37]5-[c:38]3[n:39][cH:40][cH:41][cH:42][n:43]3)[cH:17][cH:18]2)[CH2:10][CH2:11][CH2:12]1)([CH3:6])([CH3:7])[CH3:8].[CH3:45][CH2:46][O:47][C:48]([CH3:49])=[O:50].[CH3:51][OH:52].[Cl:53][CH2:54][Cl:55].[ClH:44]>>[ClH:44].[NH2:5][C:9]1([c:13]2[cH:14][cH:15][c:16](-[c:19]3[n:20][c:21]4[cH:22][cH:23][n:24]5[c:25]([c:26]4[cH:27][c:28]3-[c:29]3[cH:30][cH:31][cH:32][cH:33][cH:34]3)[n:35][n:36][c:37]5-[c:38]3[n:39][cH:40][cH:41][cH:42][n:43]3)[cH:17][cH:18]2)[CH2:10][CH2:11][CH2:12]1. The reactants are C(C)(C)(C)C=1C=C(C(=C(C1)C1=CC=C(C=C1)OC(F)(F)F)O)C=O (5-(tert-butyl)-2-hydroxy-4′-(trifluoromethoxy)-[1,1′-biphenyl]-3-carbaldehyde), O(C1=CC=CC=C1)C1=CC=C(C=C1)B(O)O (4-phenoxyphenylboronic acid), BrC=1C(=C(C=O)C=C(C1)C(C)(C)C)O (3-bromo-5-(tert-butyl)-2-hydroxybenzaldehyde), BrC=1C(=C(C=O)C=C(C1)C(C)(C)C)O (3-bromo-5-(tert-butyl)-2-hydroxybenzaldehyde). Product: C(C)(C)(C)C=1C=C(C(=C(C1)C1=CC=C(C=C1)OC1=CC=CC=C1)O)C=O (5-(tert-Butyl)-2-hydroxy-4′-phenoxy-[1,1′-biphenyl]-3-carbaldehyde). RXN SMILES: [C:1]([C:5]1[CH:6]=[C:7]([CH:23]=[O:24])[C:8]([OH:22])=[C:9]([C:11]2[CH:16]=[CH:15][C:14]([O:17][C:18](F)(F)F)=[CH:13][CH:12]=2)[CH:10]=1)([CH3:4])([CH3:3])[CH3:2].Br[C:26]1[C:27](O)=[C:28](C=[C:32](C(C)(C)C)[CH:33]=1)C=O.O(C1C=CC(B(O)O)=CC=1)C1C=CC=CC=1>>[C:1]([C:5]1[CH:6]=[C:7]([CH:23]=[O:24])[C:8]([OH:22])=[C:9]([C:11]2[CH:16]=[CH:15][C:14]([O:17][C:18]3[CH:28]=[CH:27][CH:26]=[CH:33][CH:32]=3)=[CH:13][CH:12]=2)[CH:10]=1)([CH3:4])([CH3:3])[CH3:2]. Procedure: 5-(tert-Butyl)-2-hydroxy-4′-phenoxy-[1,1′-biphenyl]-3-carbaldehyde was prepared as an orange oil using the procedure described in Intermediate 5 from 3-bromo-5-(tert-butyl)-2-hydroxybenzaldehyde (Intermediate 4) and 4-phenoxyphenylboronic acid.